Dataset: the Open Reaction Database (ORD), a public repository of structured organic reaction records. Task: describe an organic reaction: reactants, conditions, products, and yield Reactants: C[Si](C)(C)[N-][Si](C)(C)C, CO, Oc1ccc(-c2nnc(Nc3cccc(Cl)c3)o2)cc1, Nc1cc(Cl)nc(N)n1, [K+], [K+], [K+], O=C([O-])[O-], CN(C)C=O. Yields the product Nc1cc(Oc2ccc(-c3nnc(Nc4cccc(Cl)c4)o3)cc2)nc(N)n1. Reaction SMILES: [CH3:21][Si:22]([N-:23][Si:24]([CH3:25])([CH3:26])[CH3:27])([CH3:28])[CH3:29].[CH3:51][OH:52].[Cl:1][c:2]1[cH:3][c:4]([NH:8][c:9]2[n:10][n:11][c:12](-[c:14]3[cH:15][cH:16][c:17]([OH:20])[cH:18][cH:19]3)[o:13]2)[cH:5][cH:6][cH:7]1.[Cl:31][c:32]1[cH:33][c:34]([NH2:39])[n:35][c:36]([NH2:38])[n:37]1.[K+:30].[K+:40].[K+:41].[O-:42][C:43]([O-:44])=[O:45].[O:46]=[CH:47][N:48]([CH3:49])[CH3:50]>>[Cl:1][c:2]1[cH:3][c:4]([NH:8][c:9]2[n:10][n:11][c:12](-[c:14]3[cH:15][cH:16][c:17]([O:20][c:32]4[cH:33][c:34]([NH2:39])[n:35][c:36]([NH2:38])[n:37]4)[cH:18][cH:19]3)[o:13]2)[cH:5][cH:6][cH:7]1. Reactants: CCO, Cc1cccc(N2CCCCC2)c1N=C=S, N. Product: Cc1cccc(N2CCCCC2)c1NC(N)=S. As a reaction SMILES: [CH3:18][CH2:19][OH:20].[CH3:1][c:2]1[cH:3][cH:4][cH:5][c:6]([N:11]2[CH2:12][CH2:13][CH2:14][CH2:15][CH2:16]2)[c:7]1[N:8]=[C:9]=[S:10].[NH3:17]>>[CH3:1][c:2]1[cH:3][cH:4][cH:5][c:6]([N:11]2[CH2:12][CH2:13][CH2:14][CH2:15][CH2:16]2)[c:7]1[NH:8][C:9](=[S:10])[NH2:17]. Procedure: Prepared by Procedure K and Scheme B1 using 5-chloro-1-[2-(trifluoromethyl)phenyl]-1-pentanone and N-[3-(4-piperidinyl)phenyl]propanamide: ESMS m/e: 461.2 (M+H)+. Reaction SMILES: Cl[CH2:2][CH2:3][CH2:4][CH2:5][C:6]([C:8]1[CH:13]=[CH:12][CH:11]=[CH:10][C:9]=1[C:14]([F:17])([F:16])[F:15])=[O:7].[NH:18]1[CH2:23][CH2:22][CH:21]([C:24]2[CH:25]=[C:26]([NH:30][C:31](=[O:34])[CH2:32][CH3:33])[CH:27]=[CH:28][CH:29]=2)[CH2:20][CH2:19]1>>[O:7]=[C:6]([C:8]1[CH:13]=[CH:12][CH:11]=[CH:10][C:9]=1[C:14]([F:17])([F:16])[F:15])[CH2:5][CH2:4][CH2:3][CH2:2][N:18]1[CH2:23][CH2:22][CH:21]([C:24]2[CH:25]=[C:26]([NH:30][C:31](=[O:34])[CH2:32][CH3:33])[CH:27]=[CH:28][CH:29]=2)[CH2:20][CH2:19]1. The product is O=C(CCCCN1CCC(CC1)C=1C=C(C=CC1)NC(CC)=O)C1=C(C=CC=C1)C(F)(F)F (N-[3-(1-{5-OXO-5-[2-(TRIFLUOROMETHYL)PHENYL]PENTYL}-4-PIPERIDINYL)PHENYL]PROPANAMIDE). The reactants are ClCCCCC(=O)C1=C(C=CC=C1)C(F)(F)F (5-chloro-1-[2-(trifluoromethyl)phenyl]-1-pentanone), N1CCC(CC1)C=1C=C(C=CC1)NC(CC)=O (N-[3-(4-piperidinyl)phenyl]propanamide). Starting materials: C(C1=CC(OC)=C(O)C(OC)=C1)(=O)O (syringic acid), C1(=CC=C(C=C1)S(=O)(=O)O)C (p-toluenesulfonic acid), C(C)C(CO)CCCC (2-ethyl-1-hexanol). The solvent is C1(=CC=CC=C1)C (toluene). The product is C(C1=CC(OC)=C(O)C(OC)=C1)(=O)OCC(CCCC)CC (2-ethylhexyl syringate). RXN SMILES: [CH2:1]([CH:3]([CH2:6][CH2:7][CH2:8][CH3:9])[CH2:4][OH:5])[CH3:2].[C:10](O)(=[O:22])[C:11]1[CH:21]=[C:18]([O:19][CH3:20])[C:16]([OH:17])=[C:13]([O:14][CH3:15])[CH:12]=1.C1(C)C=CC(S(O)(=O)=O)=CC=1>C1(C)C=CC=CC=1>[C:10]([O:5][CH2:4][CH:3]([CH2:1][CH3:2])[CH2:6][CH2:7][CH2:8][CH3:9])(=[O:22])[C:11]1[CH:12]=[C:13]([O:14][CH3:15])[C:16]([OH:17])=[C:18]([O:19][CH3:20])[CH:21]=1. Reported procedure: To 13.2 g (0.1 mol) 2-ethyl-1-hexanol in a flask equipped with reflux condenser connected to a Dean-Stark trap was added 9.9 g (0.05 mol) syringic acid, 0.2 g p-toluenesulfonic acid and 75 ml toluene. The mixture was refluxed for 20 h. Excess alcohol and toluene were distilled off under slight vacuum. The dark liquid residue was diluted with CH2Cl2 and extracted with 2% NaHCO3 +15% aqueous NaCl followed by neutral 15% aqueous NaCl solution. The organic layer was dried with anhydrous Na2SO4 and d...